From a dataset of the Open Reaction Database (ORD), a public repository of structured organic reaction records. describe an organic reaction: reactants, conditions, products, and yield Reactants: BrCc1ccccc1, CC(C)C(=O)c1cc2cc(Cl)ccc2[nH]1, [K+], CN(C)C=O, [OH-], O. Product: CC(C)C(=O)c1cc2cc(Cl)ccc2n1Cc1ccccc1. As a reaction SMILES: [Br:18][CH2:19][c:20]1[cH:21][cH:22][cH:23][cH:24][cH:25]1.[Cl:1][c:2]1[cH:3][c:4]2[cH:5][c:6]([C:11]([CH:12]([CH3:13])[CH3:14])=[O:15])[nH:7][c:8]2[cH:9][cH:10]1.[K+:17].[O:27]=[CH:28][N:29]([CH3:30])[CH3:31].[OH-:16].[OH2:26]>>[Cl:1][c:2]1[cH:3][c:4]2[cH:5][c:6]([C:11]([CH:12]([CH3:13])[CH3:14])=[O:15])[n:7]([CH2:19][c:20]3[cH:21][cH:22][cH:23][cH:24][cH:25]3)[c:8]2[cH:9][cH:10]1. As a reaction SMILES: [CH2:12]1[CH2:13][CH2:14][NH:15][CH2:16][CH2:17]1.[CH3:20][C:21]([OH:22])([CH3:23])[CH3:24].[Cl:1][c:2]1[c:3]2[c:4]([n:5][cH:6][n:7]1)[nH:8][cH:9][c:10]2[Cl:11].[ClH:19].[OH2:18]>>[c:2]1([N:15]2[CH2:14][CH2:13][CH2:12][CH2:17][CH2:16]2)[c:3]2[c:4]([n:5][cH:6][n:7]1)[nH:8][cH:9][c:10]2[Cl:11]. Starting materials: C1CCNCC1, CC(C)(C)O, Clc1c[nH]c2ncnc(Cl)c12, Cl, O. The product is Clc1c[nH]c2ncnc(N3CCCCC3)c12.